Dataset: the Open Reaction Database (ORD), a public repository of structured organic reaction records. Task: describe an organic reaction: reactants, conditions, products, and yield The reactants are CCN=C=NCCCN(C)C, CCOC(C)=O, Cl, NCCc1ccccc1, CN(C)C=O, O=C(O)c1cccc(CC2CCCC2c2nc(-c3ccccc3)c(-c3ccccc3)o2)c1. Product: O=C(NCCc1ccccc1)c1cccc(CC2CCCC2c2nc(-c3ccccc3)c(-c3ccccc3)o2)c1. Reaction SMILES: [CH2:43]([N:44]=[C:45]=[N:46][CH2:47][CH2:48][CH2:49][N:50]([CH3:51])[CH3:52])[CH3:53].[CH3:59][CH2:60][O:61][C:62]([CH3:63])=[O:64].[ClH:42].[NH2:33][CH2:34][CH2:35][c:36]1[cH:37][cH:38][cH:39][cH:40][cH:41]1.[O:54]=[CH:55][N:56]([CH3:57])[CH3:58].[c:1]1(-[c:7]2[n:8][c:9]([CH:18]3[CH:19]([CH2:23][c:24]4[cH:25][c:26]([C:27](=[O:28])[OH:29])[cH:30][cH:31][cH:32]4)[CH2:20][CH2:21][CH2:22]3)[o:10][c:11]2-[c:12]2[cH:13][cH:14][cH:15][cH:16][cH:17]2)[cH:2][cH:3][cH:4][cH:5][cH:6]1>>[c:1]1(-[c:7]2[n:8][c:9]([CH:18]3[CH:19]([CH2:23][c:24]4[cH:25][c:26]([C:27](=[O:29])[NH:33][CH2:34][CH2:35][c:36]5[cH:37][cH:38][cH:39][cH:40][cH:41]5)[cH:30][cH:31][cH:32]4)[CH2:20][CH2:21][CH2:22]3)[o:10][c:11]2-[c:12]2[cH:13][cH:14][cH:15][cH:16][cH:17]2)[cH:2][cH:3][cH:4][cH:5][cH:6]1. Starting materials: O=Cc1cccc(Br)c1, C=C(C)C, CC#N, CCOC(C)=O, Cc1cc(F)ccc1N, O=S(=O)([O-])C(F)(F)F, O=S(=O)([O-])C(F)(F)F, O=S(=O)([O-])C(F)(F)F, [Yb+3]. Product: Cc1cc(F)cc2c1NC(c1cccc(Br)c1)CC2(C)C. As a reaction SMILES: [Br:10][c:11]1[cH:12][c:13]([CH:14]=[O:15])[cH:16][cH:17][cH:18]1.[CH2:19]=[C:20]([CH3:21])[CH3:22].[CH3:48][C:49]#[N:50].[CH3:51][CH2:52][O:53][C:54](=[O:55])[CH3:56].[F:1][c:2]1[cH:3][c:4]([CH3:9])[c:5]([NH2:8])[cH:6][cH:7]1.[F:23][C:24]([F:25])([F:26])[S:27]([O-:28])(=[O:29])=[O:30].[F:32][C:33]([F:34])([F:35])[S:36]([O-:37])(=[O:38])=[O:39].[F:40][C:41]([F:42])([F:43])[S:44]([O-:45])(=[O:46])=[O:47].[Yb+3:31]>>[F:1][c:2]1[cH:3][c:4]([CH3:9])[c:5]2[c:6]([cH:7]1)[C:20]([CH3:21])([CH3:22])[CH2:19][CH:14]([c:13]1[cH:12][c:11]([Br:10])[cH:18][cH:17][cH:16]1)[NH:8]2. Reactants: FC1=C(C=CC=C1)C(C(=O)O)NC(=O)OC ((2-Fluoro-phenyl)-methoxycarbonylamino-acetic acid), NC(C(=O)O)(C)C1=CC=CC=C1 (2-Amino-2-phenyl-propionic acid). The product is COC(=O)NC(C(=O)O)(C)C1=CC=CC=C1 (2-Methoxycarbonylamino-2-phenyl-propionic acid). As a reaction SMILES: F[C:2]1[CH:7]=[CH:6][CH:5]=[CH:4][C:3]=1[CH:8]([NH:12][C:13]([O:15][CH3:16])=[O:14])[C:9]([OH:11])=[O:10].N[C:18](C1C=CC=CC=1)(C)C(O)=O>>[CH3:16][O:15][C:13]([NH:12][C:8]([C:3]1[CH:4]=[CH:5][CH:6]=[CH:7][CH:2]=1)([CH3:18])[C:9]([OH:11])=[O:10])=[O:14]. Procedure: 2-Methoxycarbonylamino-2-phenyl-propionic acid was prepared using the procedure used to prepare (2-Fluoro-phenyl)-methoxycarbonylamino-acetic acid using 2-Amino-2-phenyl-propionic acid. LCMS-ESI+: calc'd for C11H13NO4: 223.08 (M+); Found: 223.96 (M+H+) The reactants are FC1=CC=C2NC=C(CCN)C2=C1 (5-fluorotryptamine), C(C1=CC=CC=C1)OC(=O)Cl (benzylchloroformate). The solvent is O (water), CN(C)C=O (DMF). Reaction conditions: temperature 0 celsius. Product: C(C1=CC=CC=C1)OC(=O)NCCC1=CNC2=CC=C(C=C12)F (N-(Benzyloxycarbonyl)-5-fluorotryptamine). Yield: 68.0%. As a reaction SMILES: [F:1][C:2]1[CH:13]=[C:12]2[C:5]([NH:6][CH:7]=[C:8]2[CH2:9][CH2:10][NH2:11])=[CH:4][CH:3]=1.[CH2:14]([O:21][C:22](Cl)=[O:23])[C:15]1[CH:20]=[CH:19][CH:18]=[CH:17][CH:16]=1>CN(C=O)C.O>[CH2:14]([O:21][C:22]([NH:11][CH2:10][CH2:9][C:8]1[C:12]2[C:5](=[CH:4][CH:3]=[C:2]([F:1])[CH:13]=2)[NH:6][CH:7]=1)=[O:23])[C:15]1[CH:20]=[CH:19][CH:18]=[CH:17][CH:16]=1. Procedure: To a strirred solution of 0.83 g (4-6 mmol) of 5-fluorotryptamine and 0.48 g (0.55 mL, 5 mmol) of nmethylmorpholine in 10 mL of DMF at 0° C. was added dropwise 0.72 mL (5 mmol) of benzylchloroformate. The reaction mixture was allowed to stir at 0° C. under argon. After 1.5 hours of stirring, the reaction mixture was diluted with water and extracted with ethyl acetate. The organic extracts were washed with saturated sodium chloride, dried over anhydrous Na2SO4, and concentrated under vacuum. The ... Starting materials: COC(C=CC1=CC(=CC=2N=CN(C21)C2=CC=CC=C2)C(F)(F)F)=O (3-(3-phenyl-6-trifluoromethyl-3H-benzimidazol-4-yl)acrylic acid methyl ester), CN1CCN(CC1)C(C=CC1=CC(=CC=2N=CN(C21)C2=CC=CC=C2)C(F)(F)F)=O (1-(4-methylpiperazin-1-yl)-3-(3-phenyl-6-trifluoromethyl-3H-benzimidazol-4-yl)prop-2-en-1-one). The product is C(C)N(C(C=CC1=CC(=CC=2N=CN(C21)C2=CC=CC=C2)C(F)(F)F)=O)C(C)C (N-Ethyl-N-isopropyl-3-(3-phenyl-6-trifluoromethyl-3H-benzimidazol-4-yl)acrylamide). Yield: 6.0%. As a reaction SMILES: C[O:2][C:3](=O)[CH:4]=[CH:5][C:6]1[C:14]2[N:13]([C:15]3[CH:20]=[CH:19][CH:18]=[CH:17][CH:16]=3)[CH:12]=[N:11][C:10]=2[CH:9]=[C:8]([C:21]([F:24])([F:23])[F:22])[CH:7]=1.CN1CCN(C(=O)C=C[C:36]2[C:44]3[N:43]([C:45]4C=CC=C[CH:46]=4)C=N[C:40]=3C=C(C(F)(F)F)C=2)CC1>>[CH2:45]([N:43]([CH:44]([CH3:36])[CH3:40])[C:3](=[O:2])[CH:4]=[CH:5][C:6]1[C:14]2[N:13]([C:15]3[CH:20]=[CH:19][CH:18]=[CH:17][CH:16]=3)[CH:12]=[N:11][C:10]=2[CH:9]=[C:8]([C:21]([F:23])([F:22])[F:24])[CH:7]=1)[CH3:46]. Reported procedure: This was prepared from 3-(3-phenyl-6-trifluoromethyl-3H-benzimidazol-4-yl)acrylic acid methyl ester in a similar manner to 1-(4-methylpiperazin-1-yl)-3-(3-phenyl-6-trifluoromethyl-3H-benzimidazol-4-yl)prop-2-en-1-one. The oily residue was purified by preparative LCMS to afford the title compound as a white solid (7.2 mg, 6%), m/z 402.0 (M+H)+. The reactants are C1CCOC1, C[Si](C)(C)[N-][Si](C)(C)C, COc1cc(N)cnc1Cl, COc1ccc(CN(Cc2ccc(OC)cc2)c2nc(C)nc(-c3cc(C(C)N4CCN(S(C)(=O)=O)CC4)cnc3F)n2)cc1, [Na+]. Yields the product COc1ccc(CN(Cc2ccc(OC)cc2)c2nc(C)nc(-c3cc(C(C)N4CCN(S(C)(=O)=O)CC4)cnc3Nc3cnc(Cl)c(OC)c3)n2)cc1. RXN SMILES: [CH2:66]1[O:67][CH2:68][CH2:69][CH2:70]1.[CH3:56][Si:57]([N-:58][Si:59]([CH3:60])([CH3:61])[CH3:62])([CH3:63])[CH3:64].[Cl:46][c:47]1[c:48]([O:54][CH3:55])[cH:49][c:50]([NH2:53])[cH:51][n:52]1.[F:1][c:2]1[n:3][cH:4][c:5]([CH:34]([CH3:35])[N:36]2[CH2:37][CH2:38][N:39]([S:42](=[O:43])(=[O:44])[CH3:45])[CH2:40][CH2:41]2)[cH:6][c:7]1-[c:8]1[n:9][c:10]([N:15]([CH2:16][c:17]2[cH:18][cH:19][c:20]([O:23][CH3:24])[cH:21][cH:22]2)[CH2:25][c:26]2[cH:27][cH:28][c:29]([O:32][CH3:33])[cH:30][cH:31]2)[n:11][c:12]([CH3:14])[n:13]1.[Na+:65]>>[c:2]1([NH:53][c:50]2[cH:49][c:48]([O:54][CH3:55])[c:47]([Cl:46])[n:52][cH:51]2)[n:3][cH:4][c:5]([CH:34]([CH3:35])[N:36]2[CH2:37][CH2:38][N:39]([S:42](=[O:43])(=[O:44])[CH3:45])[CH2:40][CH2:41]2)[cH:6][c:7]1-[c:8]1[n:9][c:10]([N:15]([CH2:16][c:17]2[cH:18][cH:19][c:20]([O:23][CH3:24])[cH:21][cH:22]2)[CH2:25][c:26]2[cH:27][cH:28][c:29]([O:32][CH3:33])[cH:30][cH:31]2)[n:11][c:12]([CH3:14])[n:13]1.